From a dataset of the Open Reaction Database (ORD), a public repository of structured organic reaction records. describe an organic reaction: reactants, conditions, products, and yield Starting materials: C1(=CC(=CC=C1)C#CCCCN)C1=CC=CC=C1 (5-(Biphenyl-3-yl)pent-4-yn-1-amine), CCN=C=NCCCN(C)C.Cl (EDCl), CCN(C(C)C)C(C)C (DIEA), C(C)(C)(C)OC(=O)NC(C(=O)O)CC#C (2-tert-Butoxycarbonylamino-pent-4-ynoic acid), C=1C=CC2=C(C1)N=NN2O (HOBt), CN(C)C=O (DMF). Reaction conditions: time 8 hour. The product is N[C@H](C(=O)NCCC#CC1=CC(=CC=C1)OC1CCNCC1)CC#C ((S)-2-amino-N-(4-(3-(piperidin-4-yloxy)phenyl)but-3-ynyl)pent-4-ynamide). RXN SMILES: [C:1]1([C:13]2[CH:18]=[CH:17][CH:16]=[CH:15][CH:14]=2)[CH:6]=[CH:5][CH:4]=C(C#CCCCN)C=1.C(OC([NH:26][CH:27]([CH2:31][C:32]#[CH:33])[C:28]([OH:30])=O)=O)(C)(C)C.C1C=CC2N(O)N=NC=2C=1.CC[N:46]=C=NCCCN(C)C.Cl.CC[N:58]([CH:62]([CH3:64])C)[CH:59]([CH3:61])C.CN([CH:68]=[O:69])C>>[NH2:26][C@@H:27]([CH2:31][C:32]#[CH:33])[C:28]([NH:46][CH2:4][CH2:5][C:6]#[C:1][C:13]1[CH:14]=[CH:15][CH:16]=[C:17]([O:69][CH:68]2[CH2:61][CH2:59][NH:58][CH2:62][CH2:64]2)[CH:18]=1)=[O:30] |f:3.4|. Reported procedure: 5-(Biphenyl-3-yl)pent-4-yn-1-amine (0.040 g, 0.17 mmol), 2-tert-Butoxycarbonylamino-pent-4-ynoic acid (40 mg, 0.19 mmol), HOBt (28 mg, 0.21 mmol), EDCl (40 mg, 0.21 mmol), and DIEA (0.044 mL, 0.25 mmol) were taken into DMF (3 mL) and stirred at room temperature overnight. The reaction was then quenched with water and the resulting mixture extracted with EtOAc. The organic layer was washed with saturated NaHCO3 and brine, then dried over sodium sulfate and the solvent removed in vacuo. The result... The reactants are [OH-].[Na+] (NaOH), COC(=NC#N)OC (dimethyl (N-cyanoimido)carbonate), ClCC1=NSC(=N1)NC(=N)N (3-chloromethyl-5-guanidino-1,2,4-thiadiazole), Cl.NCCS (2-aminoethanethiol hydrochloride), CN (methylamine). Run in O (water), O (water), C(C)O (ethanol). Conditions: time 60 minute. The product is C(#N)N=C(NCCSCC1=NSC(=N1)NC(=N)N)NC (3-[2-(2-cyano-3-methylguanidino)ethylthiomethyl]-5-guanidino-1,2,4-thiadiazole). RXN SMILES: Cl[CH2:2][C:3]1[N:7]=[C:6]([NH:8][C:9]([NH2:11])=[NH:10])[S:5][N:4]=1.Cl.[NH2:13][CH2:14][CH2:15][SH:16].[OH-].[Na+].CO[C:21](OC)=[N:22][C:23]#[N:24].[CH3:27][NH2:28]>C(O)C.O>[C:27]([N:24]=[C:23]([NH:22][CH3:21])[NH:13][CH2:14][CH2:15][S:16][CH2:2][C:3]1[N:7]=[C:6]([NH:8][C:9]([NH2:11])=[NH:10])[S:5][N:4]=1)#[N:28] |f:1.2,3.4|. Reported procedure: Pure 3-chloromethyl-5-guanidino-1,2,4-thiadiazole (150 g.) was stirred in ethanol (600 ml.) at 10° and 2-aminoethanethiol hydrochloride (93 g.) added. 18 N NaOH (92 ml.) diluted with water (300 ml.) was then added over 30 minutes at 10°-15°. After 90 minutes further water (600 ml.) was added and the solution was stirred for a further 30 minutes before dimethyl (N-cyanoimido)carbonate (107 g.) was added. The resulting solution was stirred for 60 minutes and then aqueous methylamine (40% w/w, 660 ... Reactants: BrC1=CC=C(C=C1)C(CN1C(=CC=C1)C(=O)O)=O (1-[2-(4-bromophenyl)-2-oxoethyl]-1H-pyrrole-2-carboxylic acid), C(CN)N (ethane-1,2-diamine). The solvent is xylenes. Product: BrC1=CC=C(C=C1)C12N(C(C=3N(C1)C=CC3)=O)CCN2 (10a-(4-bromophenyl)-2,3,10,10a-tetrahydro-1H,5H-imidazo[1,2-a]pyrrolo[1,2-d]pyrazin-5-one). Isolated yield 91.1%. As a reaction SMILES: [Br:1][C:2]1[CH:7]=[CH:6][C:5]([C:8](=O)[CH2:9][N:10]2[CH:14]=[CH:13][CH:12]=[C:11]2[C:15]([OH:17])=O)=[CH:4][CH:3]=1.[CH2:19]([NH2:22])[CH2:20][NH2:21]>>[Br:1][C:2]1[CH:3]=[CH:4][C:5]([C:8]23[NH:22][CH2:19][CH2:20][N:21]2[C:15](=[O:17])[C:11]2[N:10]([CH:14]=[CH:13][CH:12]=2)[CH2:9]3)=[CH:6][CH:7]=1. Procedure details: To a suspension of crude 1-[2-(4-bromophenyl)-2-oxoethyl]-1H-pyrrole-2-carboxylic acid (1.1 g, 0.714 mmol) suspended in xylenes (50 mL) was added ethane-1,2-diamine (0.5 mL, 7.5 mmol). The orange reaction mixture was heated at reflux for 1 h. The reaction mixture was concentrated in vacuo to give a dark orange oil that was purified using flash chromatography (Biotage SP4, 40 g cartridge, 0-10% MeOH gradient in EtOAc) to give 10a-(4-bromophenyl)-2,3,10,10a-tetrahydro-1H,5H-imidazo[1,2-a]pyrrolo[1... Starting materials: CSc1cnc(N)c(I)c1, [Na+], O=C([O-])O, O=S(=O)(Cl)c1ccccc1, c1ccncc1. Product: CSc1cnc(NS(=O)(=O)c2ccccc2)c(I)c1. Reaction SMILES: [NH2:1][c:2]1[n:3][cH:4][c:5]([S:9][CH3:10])[cH:6][c:7]1[I:8].[Na+:11].[OH:12][C:13](=[O:14])[O-:15].[c:16]1([S:22](=[O:23])(=[O:24])[Cl:25])[cH:17][cH:18][cH:19][cH:20][cH:21]1.[cH:26]1[cH:27][cH:28][n:29][cH:30][cH:31]1>>[NH:1]([c:2]1[n:3][cH:4][c:5]([S:9][CH3:10])[cH:6][c:7]1[I:8])[S:22]([c:16]1[cH:17][cH:18][cH:19][cH:20][cH:21]1)(=[O:23])=[O:24]. Solvent: CO (methanol). Yields the product C(CCCCCCCCC)C1=CC=C(C(=O)CCCCC(=O)O)C=C1 (5-(4-n-decylbenzoyl)pentanoic acid). Yield: 46.8%. As a reaction SMILES: [CH2:1]([C:11]1[CH:26]=[CH:25][C:14]([C:15]([CH2:17][CH2:18][CH2:19][CH2:20][C:21]([O:23]C)=[O:22])=[O:16])=[CH:13][CH:12]=1)[CH2:2][CH2:3][CH2:4][CH2:5][CH2:6][CH2:7][CH2:8][CH2:9][CH3:10].[OH-].[Na+]>CO>[CH2:1]([C:11]1[CH:12]=[CH:13][C:14]([C:15]([CH2:17][CH2:18][CH2:19][CH2:20][C:21]([OH:23])=[O:22])=[O:16])=[CH:25][CH:26]=1)[CH2:2][CH2:3][CH2:4][CH2:5][CH2:6][CH2:7][CH2:8][CH2:9][CH3:10] |f:1.2|. The reactants are C(CCCCCCCCC)C1=CC=C(C(=O)CCCCC(=O)OC)C=C1 (Methyl 5-(4-n-decylbenzoyl)pentanoate), [OH-].[Na+] (sodium hydroxide). Procedure details: Methyl 5-(4-n-decylbenzoyl)pentanoate (8 g) is added to a solution of 2N sodium hydroxide (40 ml) and methanol (100 ml). The mixture is refluxed 5 hours and the methanol is removed in vacuo. Water (50 ml) is added to the residue which is then filtered and acidified with dilute hydrochloric acid. Recrystallization from ethanol gives 5-(4-n-decylbenzoyl)pentanoic acid (3.6 g) as a white crystalline solid, m.p. 84°-85° C. Starting materials: O=C1CCCCC1, N#CCc1ccsc1. Product: N#CC(=C1CCCCC1)c1ccsc1. RXN SMILES: [O:9]=[C:10]1[CH2:11][CH2:12][CH2:13][CH2:14][CH2:15]1.[s:1]1[cH:2][c:3]([CH2:6][C:7]#[N:8])[cH:4][cH:5]1>>[s:1]1[cH:2][c:3]([C:6]([C:7]#[N:8])=[C:10]2[CH2:11][CH2:12][CH2:13][CH2:14][CH2:15]2)[cH:4][cH:5]1. Starting materials: C1(=CC=C(C=C1)C(=O)N1CC2=C(CC1)C=CO2)\C=C\C2=CC=CC=C2 ((E)-6-(4-stilbenecarbonyl)-4,5,6,7-tetrahydrofuro[2,3-c]pyridine), CNC (dimethylamine), C=O (formaldehyde). The solvent is C(C)(=O)O (acetic acid). Reaction conditions: temperature 100 celsius, time 90 minute. Yields the product CN(C)CC1=CC2=C(CN(CC2)C(=O)C2=CC=C(C=C2)\C=C\C2=CC=CC=C2)O1 ((E)-N,N-dimethyl-[6-(4-stilbenecarbonyl)-4,5,6,7-tetrahydrofuro[2,3-c]pyridin-2-ylmethyl]amine). Reaction SMILES: [C:1]1(/[CH:18]=[CH:19]/[C:20]2[CH:25]=[CH:24][CH:23]=[CH:22][CH:21]=2)[CH:6]=[CH:5][C:4]([C:7]([N:9]2[CH2:14][CH2:13][C:12]3[CH:15]=[CH:16][O:17][C:11]=3[CH2:10]2)=[O:8])=[CH:3][CH:2]=1.[CH3:26][NH:27][CH3:28].[CH2:29]=O>C(O)(=O)C>[CH3:26][N:27]([CH2:29][C:16]1[O:17][C:11]2[CH2:10][N:9]([C:7]([C:4]3[CH:3]=[CH:2][C:1](/[CH:18]=[CH:19]/[C:20]4[CH:25]=[CH:24][CH:23]=[CH:22][CH:21]=4)=[CH:6][CH:5]=3)=[O:8])[CH2:14][CH2:13][C:12]=2[CH:15]=1)[CH3:28]. Procedure details: To a solution of 0.200 g (0.607 mmol) of (E)-6-(4-stilbenecarbonyl)-4,5,6,7-tetrahydrofuro[2,3-c]pyridine in 20 ml of acetic acid, 0.082 ml (0.91 mmol) of 50% aqueous dimethylamine and 0.074 ml (0.91 mmol) of 37% aqueous formaldehyde were added, followed by stirring at 100° C. for 90 minutes. After the solvent was distilled off under reduced pressure, the residual solution was alkalified with 5% aqueous sodium hydrogen carbonate, and extracted with dichloromethane 2 times. The combined organic l...